Dataset: the Open Reaction Database (ORD), a public repository of structured organic reaction records. Task: describe an organic reaction: reactants, conditions, products, and yield Reactants: O (water), ONC(C1=C(C=C(C=C1)OCC1=C(N=C(S1)C1=CC=C(C=C1)C(F)(F)F)CN1CCC(CC1)C(F)(F)F)OC)=N (N-hydroxy-2-methoxy-4-[2-(4-trifluoromethyl-phenyl)-4-(4-trifluoromethyl-piperidin-1-ylmethyl)-thiazol-5-ylmethoxy]-benzamidine), N1=CC=CC=C1 (pyridine), C1(=CC=CC=C1)OC(=O)Cl (phenylchloroformate). Solvent: ClCCl (dichloromethane), ClCCl (dichloromethane). Conditions: time 1 hour. Yields the product COC1=C(C=CC(=C1)OCC1=C(N=C(S1)C1=CC=C(C=C1)C(F)(F)F)CN1CCC(CC1)C(F)(F)F)C1=NOC(N1)=O (3-{2-methoxy-4-[2-(4-trifluoromethyl-phenyl)-4-(4-trifluoromethyl-piperidin-1-ylmethyl)-thiazol-5-ylmethoxy]-phenyl}-4H-[1,2,4]oxadiazol-5-one). Reaction SMILES: [OH:1][NH:2][C:3](=[NH:40])[C:4]1[CH:9]=[CH:8][C:7]([O:10][CH2:11][C:12]2[S:16][C:15]([C:17]3[CH:22]=[CH:21][C:20]([C:23]([F:26])([F:25])[F:24])=[CH:19][CH:18]=3)=[N:14][C:13]=2[CH2:27][N:28]2[CH2:33][CH2:32][CH:31]([C:34]([F:37])([F:36])[F:35])[CH2:30][CH2:29]2)=[CH:6][C:5]=1[O:38][CH3:39].N1C=CC=CC=1.[C:47]1([O:53]C(Cl)=O)C=CC=CC=1.O>ClCCl>[CH3:39][O:38][C:5]1[CH:6]=[C:7]([O:10][CH2:11][C:12]2[S:16][C:15]([C:17]3[CH:22]=[CH:21][C:20]([C:23]([F:24])([F:25])[F:26])=[CH:19][CH:18]=3)=[N:14][C:13]=2[CH2:27][N:28]2[CH2:33][CH2:32][CH:31]([C:34]([F:37])([F:36])[F:35])[CH2:30][CH2:29]2)[CH:8]=[CH:9][C:4]=1[C:3]1[NH:40][C:47](=[O:53])[O:1][N:2]=1. Procedure: To a solution of 150 mg of N-hydroxy-2-methoxy-4-[2-(4-trifluoromethyl-phenyl)-4-(4-trifluoromethyl-piperidin-1-ylmethyl)-thiazol-5-ylmethoxy]-benzamidine in 5 mL of anhydrous dichloromethane at 0° C. were dropwise added 50 μL of pyridine followed by 40 μL of phenylchloroformate. The resulting mixture was stirred at room temperature for 1 h then water and dichloromethane were added. The aqueous layer was separated and extracted with dichloromethane. The combined organic extracts were dried over ... Reactants: [Na] (sodium), COC1=CC=C(C=C1)C1=NN=C(O1)C(=O)N1CC(C1)OC1=CC=C(C=O)C=C1 (4-(1-(5-(4-Methoxyphenyl)-1,3,4-oxadiazole-2-carbonyl)azetidin-3-yloxy)benzaldehyde), Cl.N1CCC(CCC1)O (azepan-4-ol hydrochloride), TEA, C(=O)(O)[O-].[Na+] (NaHCO3). Solvent: ClCCl (dichloromethane), ClCCl (dichloromethane). Reaction conditions: time 1 hour. Yields the product OC1CCN(CCC1)CC1=CC=C(OC2CN(C2)C(=O)C=2OC(=NN2)C2=CC=C(C=C2)OC)C=C1 ((3-(4-((4-hydroxyazepan-1-yl)methyl)phenoxy)azetidin-1-yl)(5-(4-methoxyphenyl)-1,3,4-oxadiazol-2-yl)methanone). Reaction SMILES: [CH3:1][O:2][C:3]1[CH:8]=[CH:7][C:6]([C:9]2[O:13][C:12]([C:14]([N:16]3[CH2:19][CH:18]([O:20][C:21]4[CH:28]=[CH:27][C:24]([CH:25]=O)=[CH:23][CH:22]=4)[CH2:17]3)=[O:15])=[N:11][N:10]=2)=[CH:5][CH:4]=1.Cl.[NH:30]1[CH2:36][CH2:35][CH2:34][CH:33]([OH:37])[CH2:32][CH2:31]1.[Na].C([O-])(O)=O.[Na+]>ClCCl>[OH:37][CH:33]1[CH2:34][CH2:35][CH2:36][N:30]([CH2:25][C:24]2[CH:23]=[CH:22][C:21]([O:20][CH:18]3[CH2:19][N:16]([C:14]([C:12]4[O:13][C:9]([C:6]5[CH:7]=[CH:8][C:3]([O:2][CH3:1])=[CH:4][CH:5]=5)=[N:10][N:11]=4)=[O:15])[CH2:17]3)=[CH:28][CH:27]=2)[CH2:31][CH2:32]1 |f:1.2,4.5,^1:37|. Reported procedure: Intermediate 55A (0.10 g, 0.26 mmol), azepan-4-ol hydrochloride (0.052 g, 0.34 mmol, see WO 2011019090) and TEA (0.146 mL, 1.05 mmol) were mixed in dichloromethane (4 mL). The mixture was stirred at RT for 1 h and then sodium triacetoxyhydroborate (0.112 g, 0.53 mmol) was added and the mixture was stirred at RT overnight. Aqueous NaHCO3 (sat., 3 mL) and dichloromethane (3 mL) were added and the mixture was filtered through a phase separator and the solvent was removed by evaporation. The product... Reactants: COC(=O)C(Br)c1ccc(Oc2ccc(Cl)cc2)cc1, CO, Sc1ccccc1. Product: COC(=O)C(Sc1ccccc1)c1ccc(Oc2ccc(Cl)cc2)cc1. Reaction SMILES: [Br:1][CH:2]([C:3](=[O:4])[O:5][CH3:6])[c:7]1[cH:8][cH:9][c:10]([O:13][c:14]2[cH:15][cH:16][c:17]([Cl:20])[cH:18][cH:19]2)[cH:11][cH:12]1.[CH3:28][OH:29].[SH:21][c:22]1[cH:23][cH:24][cH:25][cH:26][cH:27]1>>[CH:2]([C:3](=[O:4])[O:5][CH3:6])([c:7]1[cH:8][cH:9][c:10]([O:13][c:14]2[cH:15][cH:16][c:17]([Cl:20])[cH:18][cH:19]2)[cH:11][cH:12]1)[S:21][c:22]1[cH:23][cH:24][cH:25][cH:26][cH:27]1.